This data is from the Open Reaction Database (ORD), a public repository of structured organic reaction records. The task is: describe an organic reaction: reactants, conditions, products, and yield Reactants: [BH4-].[Na+] (sodium borohydride), C(C)(C)OC1=CC=C(OC=2SC(=CN2)C2=CC=C(S2)C(C)=O)C=C1 (1-{5-[2-(4-isopropoxyphenoxy)-1,3-thiazol-5-yl]thien-2-yl}ethanone), CO (methanol). The solvent is O1CCCC1 (tetrahydrofuran). Conditions: time 2.5 hour. Product: C(C)(C)OC1=CC=C(OC=2SC(=CN2)C2=CC=C(S2)C(C)O)C=C1 (1-{5-[2-(4-isopropoxyphenoxy)-1,3-thiazol-5-yl]thien-2-yl}ethanol). Isolated yield 98.5%. RXN SMILES: [CH:1]([O:4][C:5]1[CH:24]=[CH:23][C:8]([O:9][C:10]2[S:11][C:12]([C:15]3[S:19][C:18]([C:20](=[O:22])[CH3:21])=[CH:17][CH:16]=3)=[CH:13][N:14]=2)=[CH:7][CH:6]=1)([CH3:3])[CH3:2].CO.[BH4-].[Na+]>O1CCCC1>[CH:1]([O:4][C:5]1[CH:24]=[CH:23][C:8]([O:9][C:10]2[S:11][C:12]([C:15]3[S:19][C:18]([CH:20]([OH:22])[CH3:21])=[CH:17][CH:16]=3)=[CH:13][N:14]=2)=[CH:7][CH:6]=1)([CH3:2])[CH3:3] |f:2.3|. Procedure: To a solution of Example 3A (320 mg, 0.89 mmol) in a mixture of 1:1 methanol:tetrahydrofuran (40 mL) was added sodium borohydride (67.5 mg, 1.78 mmol) and stirred at room temperature for 2.5 hours. The reaction mixture was quenched with acetone, the solvent removed in vacuum and the residue dissolved in dichloromethane. The organic phase was washed with water and brine, dried over magnesium sulfate filtered and evaporated, to produce the title compound (317 mg). 1H NMR (300 MHz, CDCl3) δ ppm 7.1... Reactants: CC1OC1(Cn1cncn1)c1ccc(F)cc1F, O=c1[nH]ncn1-c1ccc(-n2ncnn2)cc1. Product: CC(n1ncn(-c2ccc(-n3ncnn3)cc2)c1=O)C(O)(Cn1cncn1)c1ccc(F)cc1F. As a reaction SMILES: [F:1][c:2]1[c:3]([C:9]2([CH2:13][n:14]3[n:15][cH:16][n:17][cH:18]3)[O:10][CH:11]2[CH3:12])[cH:4][cH:5][c:6]([F:8])[cH:7]1.[n:19]1[n:20](-[c:24]2[cH:25][cH:26][c:27](-[n:30]3[c:31](=[O:35])[nH:32][n:33][cH:34]3)[cH:28][cH:29]2)[n:21][n:22][cH:23]1>>[F:1][c:2]1[c:3]([C:9]([OH:10])([CH:11]([CH3:12])[n:32]2[c:31](=[O:35])[n:30](-[c:27]3[cH:26][cH:25][c:24](-[n:20]4[n:19][cH:23][n:22][n:21]4)[cH:29][cH:28]3)[cH:34][n:33]2)[CH2:13][n:14]2[n:15][cH:16][n:17][cH:18]2)[cH:4][cH:5][c:6]([F:8])[cH:7]1.